Dataset: the Open Reaction Database (ORD), a public repository of structured organic reaction records. Task: describe an organic reaction: reactants, conditions, products, and yield Starting materials: c1(ccccc1)CN, C1CN(C[C@@H](C1=O)O)S(=O)(=O)C. Reagents/catalysts: c1ccc(cc1)-c2c3ccccc3cc4ccccc24 (9-Phenylanthracene), CC(C)[O-].CC(C)[O-].CC(C)[O-].CC(C)[O-].[Ti+4] (Ti(OiPr)4). Conditions: temperature 25 celsius, time 18 hour. Product: CS(=O)(=O)N1CC[C@@H](N)[C@@H](O)C1. RXN SMILES: [CH3:1][S:2]([N:5]1[CH2:11][C@H:9]([OH:10])[C:8](=O)[CH2:7][CH2:6]1)(=[O:4])=[O:3].[NH2:12]Cc1ccccc1.C[C@H]1[C@@H](C(C)(C)[C@H]2C[C@@H]1B([C@@H]3[C@@H](C)[C@@H](C(C)(C)[C@H]4C3)C4)Cl)C2>>[CH3:1][S:2]([N:5]1[CH2:11][C@H:9]([OH:10])[C@H:8]([NH2:12])[CH2:7][CH2:6]1)(=[O:4])=[O:3].